This data is from the Open Reaction Database (ORD), a public repository of structured organic reaction records. The task is: describe an organic reaction: reactants, conditions, products, and yield Starting materials: ClC=1C(C(=C(C(C1Cl)=O)C#N)C#N)=O (2,3-dichloro-5,6-dicyano-benzoquinone), C1(=CC=CC=C1)S(=O)(=O)CCCCOC1=C2CCC(NC2=CC=C1)=O (5-(4-phenylsulfonyl-butoxy)-3,4-dihydro-carbostyril). Run in O1CCOCC1 (dioxane). Conditions: time 2.5 hour. The product is C1(=CC=CC=C1)S(=O)(=O)CCCCOC1=C2C=CC(NC2=CC=C1)=O (5-(4-Phenylsulfonyl-butoxy)-carbostyril). As a reaction SMILES: ClC1C(=O)C(C#N)=C(C#N)C(=O)C=1Cl.[C:15]1([S:21]([CH2:24][CH2:25][CH2:26][CH2:27][O:28][C:29]2[CH:38]=[CH:37][CH:36]=[C:35]3[C:30]=2[CH2:31][CH2:32][C:33](=[O:39])[NH:34]3)(=[O:23])=[O:22])[CH:20]=[CH:19][CH:18]=[CH:17][CH:16]=1>O1CCOCC1>[C:15]1([S:21]([CH2:24][CH2:25][CH2:26][CH2:27][O:28][C:29]2[CH:38]=[CH:37][CH:36]=[C:35]3[C:30]=2[CH:31]=[CH:32][C:33](=[O:39])[NH:34]3)(=[O:23])=[O:22])[CH:20]=[CH:19][CH:18]=[CH:17][CH:16]=1. Reported procedure: 1.87 gm of 2,3-dichloro-5,6-dicyano-benzoquinone were added to a solution of 1.8 gm of 5-(4-phenylsulfonyl-butoxy)-3,4-dihydro-carbostyril in 45 ml of dioxane, and the solution was boiled for 2.5 hours on an oil bath. The reaction mixture was then filtered while still hot, and the insoluble matter, which was formed during the reaction was washed with hot dioxane. The combined filtrates were diluted with 100 ml of chloroform and extracted several times with altogether 150 ml of 2N sodium hydroxid... Starting materials: O=C1C[C@H]2OC(=CN12)C=C ((5R)-7-Oxo-3-vinyl-4-oxa-1-azabicyclo[3.2.0]hept-2-ene), C(C)(=O)NC1=CC=C(C=C1)S (p-acetamidophenyl mercaptan). Yields the product C(C)(=O)NC1=CC=C(C=C1)SC\C=C/1\CN2C(C[C@H]2O1)=O ((Z)-(5R)-3-[2-(p-Acetamidophenylthio)ethylidene]-4-oxa-1-azabicyclo[3.2.0]heptan-7-one). Reaction SMILES: [O:1]=[C:2]1[N:8]2[C@H:4]([O:5][C:6]([CH:9]=[CH2:10])=[CH:7]2)[CH2:3]1.[C:11]([NH:14][C:15]1[CH:20]=[CH:19][C:18]([SH:21])=[CH:17][CH:16]=1)(=[O:13])[CH3:12]>>[C:11]([NH:14][C:15]1[CH:20]=[CH:19][C:18]([S:21][CH2:10]/[CH:9]=[C:6]2/[CH2:7][N:8]3[C@H:4]([O:5]/2)[CH2:3][C:2]3=[O:1])=[CH:17][CH:16]=1)(=[O:13])[CH3:12]. Reported procedure: (5R)-7-Oxo-3-vinyl-4-oxa-1-azabicyclo[3.2.0]hept-2-ene (2.6 mmole) and p-acetamidophenyl mercaptan (0.5 g) were converted into the title compound using the process described in Example 1. The title compound was obtained as a colourless gum (102 mg), [α]D25 =+39.3° (c 1.0, CHCl3), (Found: M+ ; 304.0896; C15H16N2O3S requires 304.0882). νmax (CHCl3): 3380, 3280, 1790, 1720, 1690 (sh), 1665, 1590, 1496 cm-1. δ(CDCl3): 2.08 (3H, s), 2.60-3.50 (5H, complex), 4.18 (1H, d, J 14 Hz), 4.35 (1H, t, J 7 Hz)... Starting materials: Cl (hydrochloric acid), CC1=C(OCC(CNC(CN(CC2=CC=CC=C2)CC2=CC=CC=C2)(C)C)O)C=CC=C1 (1-(2-methylphenoxy)-3-(1,1-dimethyl-2-dibenzylaminoethylamino)-2-propanol). Reagents/catalysts: [C].[Pd] (palladium carbon). Run in C(C)O (ethanol). Reaction conditions: time 24 hour. Yields the product CC1=C(OCC(CNC(CN)(C)C)O)C=CC=C1 (1-(2-methylphenoxy)-3-(1,1-dimethyl-2-aminoethylamino)-2-propanol). The yield is 90.6%. As a reaction SMILES: Cl.[CH3:2][C:3]1[CH:33]=[CH:32][CH:31]=[CH:30][C:4]=1[O:5][CH2:6][CH:7]([OH:29])[CH2:8][NH:9][C:10]([CH3:28])([CH3:27])[CH2:11][N:12](CC1C=CC=CC=1)CC1C=CC=CC=1>C(O)C.[C].[Pd]>[CH3:2][C:3]1[CH:33]=[CH:32][CH:31]=[CH:30][C:4]=1[O:5][CH2:6][CH:7]([OH:29])[CH2:8][NH:9][C:10]([CH3:28])([CH3:27])[CH2:11][NH2:12] |f:3.4|. Reported procedure: Concentrated hydrochloric acid (1.4 ml) and 5% palladium carbon was added to a solution of 3 g of 1-(2-methylphenoxy)-3-(1,1-dimethyl-2-dibenzylaminoethylamino)-2-propanol in 10 ml of ethanol, and the mixture was hydrogenated at room temperature for 24 hours. After the catalyst was removed by filtration, the filtrate was concentrated under reduced pressure. The residue was dissolved in water, made alkaline with potassium carbonate, then extracted with chloroform, and dried over anhydrous magnesi... Starting materials: CO, C(=C(c1ccc2c(c1)OCCO2)c1cc2cccnc2[nH]1)C1CCCC1. Product: c1cnc2[nH]c(C(CC3CCCC3)c3ccc4c(c3)OCCO4)cc2c1. RXN SMILES: [CH3:27][OH:28].[CH:1]1([CH:6]=[C:7]([c:8]2[cH:9][c:10]3[c:11]([cH:16][cH:17]2)[O:12][CH2:13][CH2:14][O:15]3)[c:18]2[cH:19][c:20]3[c:21]([n:22][cH:23][cH:24][cH:25]3)[nH:26]2)[CH2:2][CH2:3][CH2:4][CH2:5]1>>[CH:1]1([CH2:6][CH:7]([c:8]2[cH:9][c:10]3[c:11]([cH:16][cH:17]2)[O:12][CH2:13][CH2:14][O:15]3)[c:18]2[cH:19][c:20]3[c:21]([n:22][cH:23][cH:24][cH:25]3)[nH:26]2)[CH2:2][CH2:3][CH2:4][CH2:5]1. The reactants are ClC=1C=CC23C(C(CCO2)=O)(C1)O3 (6-chloro-2,3 -dihydro-4H-1-benzopyran-4-one oxide), C1(=CC=CC=C1)N1CNC(C12CCNCC2)=O (1-phenyl-1,3,8-triazaspiro[4.5]decan-4-one). Product: Cl.ClC=1C=C2C(CCOC2=CC1)N1CCC2(C(NCN2C2=CC=CC=C2)=O)CC1 ((RS)-8-(6-Chloro-chroman-4-yl)-1-phenyl-1,3,8-triaza-spiro[4.5]decan-4-one hydrochloride). As a reaction SMILES: [Cl:1][C:2]1[CH:3]=[CH:4][C:5]23O[C:6]2([CH:12]=1)[C:7](=O)[CH2:8][CH2:9][O:10]3.[C:14]1([N:20]2[C:24]3([CH2:29][CH2:28][NH:27][CH2:26][CH2:25]3)[C:23](=[O:30])[NH:22][CH2:21]2)[CH:19]=[CH:18][CH:17]=[CH:16][CH:15]=1>>[ClH:1].[Cl:1][C:2]1[CH:12]=[C:6]2[C:5](=[CH:4][CH:3]=1)[O:10][CH2:9][CH2:8][CH:7]2[N:27]1[CH2:26][CH2:25][C:24]2([N:20]([C:14]3[CH:19]=[CH:18][CH:17]=[CH:16][CH:15]=3)[CH2:21][NH:22][C:23]2=[O:30])[CH2:29][CH2:28]1 |f:2.3|. Procedure: The title compound, m.p.>250° C. and MS: m/e=398.2 (M+H+) was prepared in accordance with the general method of example 11 from 6-chloro-2,3 -dihydro-4H-1-benzopyran-4-one oxide and 1-phenyl-1,3,8-triazaspiro[4.5]decan-4-one.